This data is from the Open Reaction Database (ORD), a public repository of structured organic reaction records. The task is: describe an organic reaction: reactants, conditions, products, and yield Reactants: N[C@H](CC(N)=O)C(=O)O (D-Asparagine), [K+].[Br-] (KBr), N(=O)[O-].[Na+] (NaNO2). Solvent: OS(=O)(=O)O (H2SO4), O (H2O). The product is Br[C@@H](C(=O)O)CC(N)=O ((R)-2-Bromo-3-carbamoylpropionic Acid). Yield: 78.1%. Reaction SMILES: N[C@@H:2]([C:7]([OH:9])=[O:8])[CH2:3][C:4](=[O:6])[NH2:5].[K+].[Br-:11].N([O-])=O.[Na+]>OS(O)(=O)=O.O>[Br:11][C@H:2]([CH2:3][C:4](=[O:6])[NH2:5])[C:7]([OH:9])=[O:8] |f:1.2,3.4|. Reported procedure: D-Asparagine 1 (195.0 g, 1.299 mol) and KBr (461 g, 3.87 mol) were dissolved in 3M H2SO4 (1720 ml). The solution was cooled in an ice-MeOH bath and stirred while a solution of NaNO2 (111.5 g. 1.62 mol) in H2O (200 ml) was added dropwise over 85 minutes. The temperature of the reaction mixture was kept at -5° during the addition and for an additional 60 minutes. The white precipitate was collected, washed twice with ice-cold water, and dried i.v. to give the bromo derivative 2 (198.9 g, 78%): [α]... Reactants: aqueous solution, C(=O)C=1C=CC(=C(C(=O)OC)C1)OC (methyl 5-formyl-2-methoxybenzoate), [OH-].[K+] (potassium hydroxide). Run in C(C)O (ethanol). Run at time 1 hour. Product: C(=O)C=1C=CC(=C(C(=O)[O-])C1)OC.[K+] (potassium 5-formyl-2-methoxybenzoate). As a reaction SMILES: [CH:1]([C:3]1[CH:4]=[CH:5][C:6]([O:13][CH3:14])=[C:7]([CH:12]=1)[C:8]([O:10]C)=[O:9])=[O:2].[OH-].[K+:16]>C(O)C>[CH:1]([C:3]1[CH:4]=[CH:5][C:6]([O:13][CH3:14])=[C:7]([CH:12]=1)[C:8]([O-:10])=[O:9])=[O:2].[K+:16] |f:1.2,4.5|. Reported procedure: 13.6 g of methyl 5-formyl-2-methoxybenzoate was dissolved in 68 ml of ethanol. Thereto was added 24 ml of an aqueous solution containing 4.0 g of potassium hydroxide. The mixture was stirred for 1 hour at room temperature. The solvent was removed by distillation under reduced pressure to obtain potassium 5-formyl-2-methoxybenzoate. Reactants: FC(ON=C(C(=O)OC(C)(C)C)C(C)=NC1=CC=CC=C1)F (tert-butyl 2-difluoromethoxyimino-3-phenyliminobutyrate), Cl (hydrochloric acid), O1CCCC1 (tetrahydrofuran). Run at temperature 20 celsius, time 1.5 hour. Product: FC(ON=C(C(=O)OC(C)(C)C)C(C)=O)F (tert-butyl 2-difluoromethoxyimino-3-oxobutyrate). As a reaction SMILES: [F:1][CH:2]([F:22])[O:3][N:4]=[C:5]([C:13](=NC1C=CC=CC=1)[CH3:14])[C:6]([O:8][C:9]([CH3:12])([CH3:11])[CH3:10])=[O:7].Cl.[O:24]1CCCC1>>[F:1][CH:2]([F:22])[O:3][N:4]=[C:5]([C:13](=[O:24])[CH3:14])[C:6]([O:8][C:9]([CH3:12])([CH3:11])[CH3:10])=[O:7]. Procedure details: To a solution of tert-butyl 2-difluoromethoxyimino-3-phenyliminobutyrate (0.76 g) in tetrahydrofuran (3.8 ml) was added 1N hydrochloric acid (3.64 ml) under ice-cooling. After being stirred at 20° C. for 1.5 hours, the mixture was extracted with ethyl acetate. The separated organic layer was washed with water three times, dried over magnesium sulfate and concentrated under reduced pressure to give tert-butyl 2-difluoromethoxyimino-3-oxobutyrate (0.55 g). Starting materials: CCOC(C)=O, COc1cc(Cl)cc(Cl)c1S(=O)(=O)Cl, NC(Cc1c[nH]c2ccccc12)C(F)(F)F, c1ccncc1. The product is COc1cc(Cl)cc(Cl)c1S(=O)(=O)NC(Cc1c[nH]c2ccccc12)C(F)(F)F. Reaction SMILES: [CH3:37][CH2:38][O:39][C:40](=[O:41])[CH3:42].[Cl:1][c:2]1[c:3]([S:11](=[O:12])(=[O:13])[Cl:14])[c:4]([O:9][CH3:10])[cH:5][c:6]([Cl:8])[cH:7]1.[F:15][C:16]([CH:17]([CH2:18][c:19]1[cH:20][nH:21][c:22]2[cH:23][cH:24][cH:25][cH:26][c:27]12)[NH2:28])([F:29])[F:30].[cH:31]1[cH:32][cH:33][n:34][cH:35][cH:36]1>>[Cl:1][c:2]1[c:3]([S:11](=[O:12])(=[O:13])[NH:28][CH:17]([C:16]([F:15])([F:29])[F:30])[CH2:18][c:19]2[cH:20][nH:21][c:22]3[cH:23][cH:24][cH:25][cH:26][c:27]23)[c:4]([O:9][CH3:10])[cH:5][c:6]([Cl:8])[cH:7]1. The reactants are NC[C@H]1N(CCC[C@H]1C)C(=O)C1=C(C=CC(=C1)C)C=1C=NN(C1)C (((2S,3R)-2-(aminomethyl)-3-methylpiperidin-1-yl)(5-methyl-2-(1-methyl-1H-pyrazol-4-yl)phenyl)methanone), FC=1C=C(C=CC1)C1=C(N=C(S1)C)C(=O)O (5-(3-fluorophenyl)-2-methylthiazole-4-carboxylic acid). Product: NC[C@H]1N(CCC[C@H]1C)C(=O)C=1N=C(SC1C1=CC(=CC=C1)F)C (((2S,3R)-2-(Aminomethyl)-3-methylpiperidin-1-yl)(5-(3-fluorophenyl)-2-methylthiazol-4-yl)methanone). RXN SMILES: [NH2:1][CH2:2][C@@H:3]1[C@H:8]([CH3:9])[CH2:7][CH2:6][CH2:5][N:4]1C(C1C=C(C)C=CC=1C1C=NN(C)C=1)=O.[F:25][C:26]1[CH:27]=[C:28]([C:32]2[S:36][C:35]([CH3:37])=[N:34][C:33]=2[C:38]([OH:40])=O)[CH:29]=[CH:30][CH:31]=1>>[NH2:1][CH2:2][C@@H:3]1[C@H:8]([CH3:9])[CH2:7][CH2:6][CH2:5][N:4]1[C:38]([C:33]1[N:34]=[C:35]([CH3:37])[S:36][C:32]=1[C:28]1[CH:29]=[CH:30][CH:31]=[C:26]([F:25])[CH:27]=1)=[O:40]. Procedure details: The title compound was prepared following the same general protocol as described for ((2S,3R)-2-(aminomethyl)-3-methylpiperidin-1-yl)(5-methyl-2-(1-methyl-1H-pyrazol-4-yl)phenyl)methanone in Example A1 using 5-(3-fluorophenyl)-2-methylthiazole-4-carboxylic acid. MS (ESI) 348 (M+H). Reactants: CN(C)CCN(C)C (TMEDA), C(C)N(C(=O)C1=CC=CC2=CC=CC=C12)CC (N,N-diethyl-1-naphthalenecarboxamide), C(=O)=O.CC(=O)C (dry ice acetone), [Li]C(C)CC (s-BuLi), C1CCCCC1 (cyclohexane), ClC[Si](C)(C)Cl (chloromethyl dimethylsilyl chloride). The solvent is C1CCOC1 (THF), C1CCOC1 (THF), CCOCC (ether), CCOCC (ether). The product is C(C)N(C(=O)C1=C(C=CC2=CC=CC=C12)[Si](C)(C)CCl)CC (N,N-diethyl-2-[(chloromethyl)dimethylsilyl]-1-naphthalenecarboxamide). The yield is 58.5%. RXN SMILES: [Li]C(CC)C.C1CCCCC1.CN(CCN(C)C)C.[CH2:20]([N:22]([CH2:35][CH3:36])[C:23]([C:25]1[C:34]2[C:29](=[CH:30][CH:31]=[CH:32][CH:33]=2)[CH:28]=[CH:27][CH:26]=1)=[O:24])[CH3:21].C(=O)=O.CC(C)=O.[Cl:44][CH2:45][Si:46](Cl)([CH3:48])[CH3:47]>C1COCC1.CCOCC>[CH2:35]([N:22]([CH2:20][CH3:21])[C:23]([C:25]1[C:34]2[C:29](=[CH:30][CH:31]=[CH:32][CH:33]=2)[CH:28]=[CH:27][C:26]=1[Si:46]([CH2:45][Cl:44])([CH3:48])[CH3:47])=[O:24])[CH3:36] |f:4.5|. Reported procedure: A solution of 1.3M s-BuLi in cyclohexane (20.3 mL, 26.4 mmol) was added dropwise to an ether/liquid nitrogen-cooled solution of TMEDA (4.0 mL, 26.5 mmol) in THF (15 mL), maintaining the internal reaction temperature <-80° C. To this mixture was added a solution of N,N-diethyl-1-naphthalenecarboxamide (5.0 g, 22.0 mmol) in THF (10 mL), again maintaining the internal reaction temperature <-80° C. The resulting solution was stirred with dry ice/acetone cooling for 30 min, then was recooled to <-80°...